This data is from the Open Reaction Database (ORD), a public repository of structured organic reaction records. The task is: describe an organic reaction: reactants, conditions, products, and yield Starting materials: OS(=O)(=O)O (H2SO4), C(C1=CC=CC=C1)(C1=CC=CC=C1)(C1=CC=CC=C1)OC[C@@H]1[C@H]([C@@H]([C@@H]([C@@H](OC(C2=CC=CC=C2)=O)O1)OC(C1=CC=CC=C1)=O)OC(C1=CC=CC=C1)=O)OC(C1=CC=CC=C1)=O (6-O-Trityl-1,2,3,4-tetra-O-benzoyl-α-D-mannopyranose), ice water. The solvent is CO (MeOH). Reaction conditions: time 8 hour. Product: C(C1=CC=CC=C1)(=O)O[C@@H]1[C@@H](OC(C2=CC=CC=C2)=O)[C@@H](OC(C2=CC=CC=C2)=O)[C@H](OC(C2=CC=CC=C2)=O)[C@H](O1)CO (1,2,3,4-Tetra-O-benzoyl-α-D-mannopyranose). Yield: 50.0%. As a reaction SMILES: C([O:20][CH2:21][C@H:22]1[O:36][C@H:26]([O:27][C:28](=[O:35])[C:29]2[CH:34]=[CH:33][CH:32]=[CH:31][CH:30]=2)[C@@H:25]([O:37][C:38](=[O:45])[C:39]2[CH:44]=[CH:43][CH:42]=[CH:41][CH:40]=2)[C@@H:24]([O:46][C:47](=[O:54])[C:48]2[CH:53]=[CH:52][CH:51]=[CH:50][CH:49]=2)[C@@H:23]1[O:55][C:56](=[O:63])[C:57]1[CH:62]=[CH:61][CH:60]=[CH:59][CH:58]=1)(C1C=CC=CC=1)(C1C=CC=CC=1)C1C=CC=CC=1.OS(O)(=O)=O>CO>[C:28]([O:27][C@H:26]1[O:36][C@H:22]([CH2:21][OH:20])[C@@H:23]([O:55][C:56](=[O:63])[C:57]2[CH:58]=[CH:59][CH:60]=[CH:61][CH:62]=2)[C@H:24]([O:46][C:47](=[O:54])[C:48]2[CH:53]=[CH:52][CH:51]=[CH:50][CH:49]=2)[C@@H:25]1[O:37][C:38](=[O:45])[C:39]1[CH:40]=[CH:41][CH:42]=[CH:43][CH:44]=1)(=[O:35])[C:29]1[CH:30]=[CH:31][CH:32]=[CH:33][CH:34]=1. Reported procedure: 6-O-Trityl-1,2,3,4-tetra-O-benzoyl-α-D-mannopyranose (5 g, 6.0 mmol), was dissolved in MeOH. H2SO4 (conc.) (150 μL) was carefully added, and the solution was stirred at room temperature overnight. The solution was poured into ice-water (300 mL) and extracted with EtOAc (80 mL). The organic layer was separated and washed with brine (80 mL), followed by NaHCO3 (sat.). The solution was dried (Na2SO4), filtered and the solvent evaporated. The crude product was purified using column chromatography (S... The reactants are P(=O)(Cl)(Cl)Cl (phosphoryl chloride), FC1=C(C(=O)OC)C=CN=C1 (Methyl 3-fluoroisonicotinate), ClC1=CC(=CC=C1)C(=O)OO (3-chloroperbenzoic acid). The product is FC1=C(C(=O)O)C=CN=C1.ClC=1C=C(C(=O)OC)C(=CN1)F (methyl 2-chloro-5-fluoroisonicotinate fluoroisonicotinate), ClC=1C(=C(C(=O)OC)C=CN1)F (methyl 2-chloro-3-fluoroisonicotinate). Procedure: Methyl 3-fluoroisonicotinate was oxidized with 3-chloroperbenzoic acid, followed by heating in the presence of phosphoryl chloride. The product was separated by silica gel column chromatography to obtain methyl 2-chloro-5-fluoroisonicotinate fluoroisonicotinate (EI: 189) and methyl 2-chloro-3-fluoroisonicotinate (EI: 189). Reaction SMILES: [F:1][C:2]1[CH:11]=[N:10][CH:9]=[CH:8][C:3]=1[C:4]([O:6][CH3:7])=[O:5].[Cl:12]C1C=CC=C(C(OO)=O)C=1.P(Cl)(Cl)([Cl:25])=O>>[F:1][C:2]1[CH:11]=[N:10][CH:9]=[CH:8][C:3]=1[C:4]([OH:6])=[O:5].[Cl:12][C:9]1[CH:8]=[C:3]([C:2]([F:1])=[CH:11][N:10]=1)[C:4]([O:6][CH3:7])=[O:5].[Cl:25][C:11]1[C:2]([F:1])=[C:3]([CH:8]=[CH:9][N:10]=1)[C:4]([O:6][CH3:7])=[O:5] |f:3.4|. Starting materials: COc1ccc(C(=O)O)cc1B(O)O, O=C([O-])[O-], [Cs+], [Cs+], CNC(=O)c1c(-c2ccc(F)cc2)oc2ccc(OS(=O)(=O)C(F)(F)F)cc12, C1COCCO1, O. Product: CNC(=O)c1c(-c2ccc(F)cc2)oc2ccc(-c3cc(C(=O)O)ccc3OC)cc12. As a reaction SMILES: [B:29]([OH:30])([OH:31])[c:32]1[cH:33][c:34]([C:35](=[O:36])[OH:37])[cH:38][cH:39][c:40]1[O:41][CH3:42].[C:43](=[O:44])([O-:45])[O-:46].[Cs+:47].[Cs+:48].[F:1][C:2]([F:3])([F:4])[S:5]([O:6][c:7]1[cH:8][cH:9][c:10]2[c:11]([c:12]([C:22]([NH:23][CH3:24])=[O:25])[c:13](-[c:15]3[cH:16][cH:17][c:18]([F:21])[cH:19][cH:20]3)[o:14]2)[cH:26]1)(=[O:27])=[O:28].[O:49]1[CH2:50][CH2:51][O:52][CH2:53][CH2:54]1.[OH2:55]>>[c:7]1(-[c:32]2[cH:33][c:34]([C:35](=[O:36])[OH:37])[cH:38][cH:39][c:40]2[O:41][CH3:42])[cH:8][cH:9][c:10]2[c:11]([c:12]([C:22]([NH:23][CH3:24])=[O:25])[c:13](-[c:15]3[cH:16][cH:17][c:18]([F:21])[cH:19][cH:20]3)[o:14]2)[cH:26]1. Starting materials: CO, Cl, COCc1ccc(-c2cc(Cc3ccc(O)cc3)no2)c(N)n1, [Na+], [OH-], O, ClCc1ccccn1, ClCc1ccccn1. Product: COCc1ccc(-c2cc(Cc3ccc(OCc4ccccn4)cc3)no2)c(N)n1, ClCc1ccccn1. As a reaction SMILES: [CH3:44][OH:45].[ClH:34].[NH2:1][c:2]1[n:3][c:4]([CH2:21][O:22][CH3:23])[cH:5][cH:6][c:7]1-[c:8]1[cH:9][c:10]([CH2:13][c:14]2[cH:15][cH:16][c:17]([OH:20])[cH:18][cH:19]2)[n:11][o:12]1.[Na+:25].[OH-:24].[OH2:43].[c:26]1([CH2:32][Cl:33])[cH:27][cH:28][cH:29][cH:30][n:31]1.[c:35]1([CH2:41][Cl:42])[cH:36][cH:37][cH:38][cH:39][n:40]1>>[NH2:1][c:2]1[n:3][c:4]([CH2:21][O:22][CH3:23])[cH:5][cH:6][c:7]1-[c:8]1[cH:9][c:10]([CH2:13][c:14]2[cH:15][cH:16][c:17]([O:20][CH2:41][c:35]3[cH:36][cH:37][cH:38][cH:39][n:40]3)[cH:18][cH:19]2)[n:11][o:12]1.[c:26]1([CH2:32][Cl:33])[cH:27][cH:28][cH:29][cH:30][n:31]1. Starting materials: ClC=1C=C2C(C(=COC2=CC1O)C1=CC=C(C=C1)C1=CC(=CC=C1)OCC)=O (6-Chloro-3-(3′-ethoxy-biphenyl-4-yl)-7-hydroxy-chromen-4-on), O.NN (hydrazine hydrate). Run in C(C)O (ethanol). The product is ClC1=C(C=C(C(=C1)C1=NNC=C1C1=CC=C(C=C1)C1=CC(=CC=C1)OCC)O)O (4-Chloro-6-[4-(3′-ethoxy-biphenyl-4-yl)-1H-pyrazol-3-yl]-benzene-1,3-diol). RXN SMILES: [Cl:1][C:2]1[CH:3]=[C:4]2[C:9](=[CH:10][C:11]=1[OH:12])[O:8][CH:7]=[C:6]([C:13]1[CH:18]=[CH:17][C:16]([C:19]3[CH:24]=[CH:23][CH:22]=[C:21]([O:25][CH2:26][CH3:27])[CH:20]=3)=[CH:15][CH:14]=1)[C:5]2=O.O.[NH2:30][NH2:31]>C(O)C>[Cl:1][C:2]1[CH:3]=[C:4]([C:5]2[C:6]([C:13]3[CH:18]=[CH:17][C:16]([C:19]4[CH:24]=[CH:23][CH:22]=[C:21]([O:25][CH2:26][CH3:27])[CH:20]=4)=[CH:15][CH:14]=3)=[CH:7][NH:31][N:30]=2)[C:9]([OH:8])=[CH:10][C:11]=1[OH:12] |f:1.2|. Procedure: This compounds was synthesised in the same manner as described above. 6-Chloro-3-(3′-ethoxy-biphenyl-4-yl)-7-hydroxy-chromen-4-on (0.2 g, 0.69 mmol), hydrazine hydrate (5 ml), ethanol (10 ml). The quenched solution was extracted into ethyl acetate, washed (water), dried (MgSO4), and the solvent removed under vacuum to give an oil. Reactants: C(C)(C)(C)OC(NCC=1N(C(C2=CC=C(C=C2C1C1=CC=CC=C1)C=1SC(=C(N1)C)C(=O)N)=O)CC(C)C)=O (Tert-butyl{6-[5-(aminocarbonyl)-4-methyl-1,3-thiazol-2-yl]-2-isobutyl-1-oxo-4-phenyl-1,2-dihydro-3-isoquinolinyl}methylcarbamate), Cl (hydrogen chloride). Run in C(C)(=O)OCC (ethyl acetate). Run at time 1 hour. The product is Cl.NCC=1N(C(C2=CC=C(C=C2C1C1=CC=CC=C1)C=1SC(=C(N1)C)C(=O)N)=O)CC(C)C (2-[3-(aminomethyl)-2-isobutyl-1-oxo-4-phenyl-1,2-dihydro-6-isoquinolinyl]-4-methyl-1,3-thiazole-5-carboxamide hydrochloride). The yield is 91.7%. RXN SMILES: C(OC(=O)[NH:7][CH2:8][C:9]1[N:10]([CH2:35][CH:36]([CH3:38])[CH3:37])[C:11](=[O:34])[C:12]2[C:17]([C:18]=1[C:19]1[CH:24]=[CH:23][CH:22]=[CH:21][CH:20]=1)=[CH:16][C:15]([C:25]1[S:26][C:27]([C:31]([NH2:33])=[O:32])=[C:28]([CH3:30])[N:29]=1)=[CH:14][CH:13]=2)(C)(C)C.[ClH:40]>C(OCC)(=O)C>[ClH:40].[NH2:7][CH2:8][C:9]1[N:10]([CH2:35][CH:36]([CH3:38])[CH3:37])[C:11](=[O:34])[C:12]2[C:17]([C:18]=1[C:19]1[CH:20]=[CH:21][CH:22]=[CH:23][CH:24]=1)=[CH:16][C:15]([C:25]1[S:26][C:27]([C:31]([NH2:33])=[O:32])=[C:28]([CH3:30])[N:29]=1)=[CH:14][CH:13]=2 |f:3.4|. Reported procedure: Tert-butyl{6-[5-(aminocarbonyl)-4-methyl-1,3-thiazol-2-yl]-2-isobutyl-1-oxo-4-phenyl-1,2-dihydro-3-isoquinolinyl}methylcarbamate (0.14 g, 0.25 mmol) was dissolved in a solution of 4N hydrogen chloride in ethyl acetate (5 ml). The solution was stirred at room temperature for 1 h. The reaction was concentrated under reduced pressure, and the resulting crystals were recrystallized from methanol-ethyl acetate to give 2-[3-(aminomethyl)-2-isobutyl-1-oxo-4-phenyl-1,2-dihydro-6-isoquinolinyl]-4-methyl-... Reactants: O=C1CCN(C2=CC=CC=C12)C(C1=CC=C(C=C1)NC(C1=CC(=CC(=C1)Cl)Cl)=O)=O (4-oxo-1-[4-(3,5-dichlorobenzoylamino)benzoyl]-1,2,3,4-tetrahydroquinoline), solution, CN (methylamine), 4A, CN(C=O)C (dimethylformamide). The solvent is CO (methanol). Reaction conditions: time 1 hour. Product: CNC1CCN(C2=CC=CC=C12)C(C1=CC=C(C=C1)NC(C1=CC(=CC(=C1)Cl)Cl)=O)=O (4-methylamino-1-[4-(3,5-dichlorobenzoylamino)benzoyl]-1,2,3,4-tetrahydroquinoline). Reaction SMILES: O=[C:2]1[C:11]2[C:6](=[CH:7][CH:8]=[CH:9][CH:10]=2)[N:5]([C:12](=[O:30])[C:13]2[CH:18]=[CH:17][C:16]([NH:19][C:20](=[O:29])[C:21]3[CH:26]=[C:25]([Cl:27])[CH:24]=[C:23]([Cl:28])[CH:22]=3)=[CH:15][CH:14]=2)[CH2:4][CH2:3]1.CN.[CH3:33][N:34](C)C=O>CO>[CH3:33][NH:34][CH:2]1[C:11]2[C:6](=[CH:7][CH:8]=[CH:9][CH:10]=2)[N:5]([C:12](=[O:30])[C:13]2[CH:14]=[CH:15][C:16]([NH:19][C:20](=[O:29])[C:21]3[CH:22]=[C:23]([Cl:28])[CH:24]=[C:25]([Cl:27])[CH:26]=3)=[CH:17][CH:18]=2)[CH2:4][CH2:3]1. Procedure details: To 4-oxo-1-[4-(3,5-dichlorobenzoylamino)benzoyl]-1,2,3,4-tetrahydroquinoline(0.5 g) are added 40% solution of methylamine in methanol (5 ml), molecular sieves 4A (1 g) and dimethylformamide (6 ml), and the mixture is refluxed for 4 hours. After cooling, the reaction mixture is filtered and to the filtrate is added sodium borohydride (80 mg), and the mixture is stirred at room temperature for 1 hour. The reaction mixture is concentrated and water is added to the resulting residue, and extracted w...